The task is: describe an organic reaction: reactants, conditions, products, and yield. This data is from the Open Reaction Database (ORD), a public repository of structured organic reaction records. Reactants: NCC1=NC(=C2N=CN(C2=N1)[C@@H]1O[C@@H]([C@H]([C@H]1O)O)COC)NCC(C1=CC=CC=C1)C1=CC=CC=C1 ((2R,3R,4S,5R)-2-{2-(aminomethyl)-6-[(2,2-diphenylethyl)amino]-9H-purin-9-yl}-5-(methoxymethyl)tetrahydro-3,4-furandiol), O=C1CCN(CC1)C(=O)OC(C)(C)C (tert-butyl 4-oxo-1-piperidinecarboxylate), C(C)(=O)O[BH-](OC(C)=O)OC(C)=O.[Na+] (sodium triacetoxyborohydnde), C(C)(=O)O (acetic acid). The solvent is O1CCCC1 (tetrahydrofuran). The product is O[C@H]1[C@@H](O[C@@H]([C@H]1O)COC)N1C2=NC(=NC(=C2N=C1)NCC(C1=CC=CC=C1)C1=CC=CC=C1)CNC1CCN(CC1)C(=O)OC(C)(C)C (tert-Butyl 4-[({9-[(2R,3R,4S,5R)-3,4-dihydroxy-5-(methoxymethyl)tetrahydro-2-furanyl]-6-[(2,2-diphenylethyl)amino]-9H-purin-2-yl}methyl)amino]-1-piperidinecarboxylate). Isolated yield 75.7%. RXN SMILES: [NH2:1][CH2:2][C:3]1[N:11]=[C:10]2[C:6]([N:7]=[CH:8][N:9]2[C@H:12]2[C@H:16]([OH:17])[C@H:15]([OH:18])[C@@H:14]([CH2:19][O:20][CH3:21])[O:13]2)=[C:5]([NH:22][CH2:23][CH:24]([C:31]2[CH:36]=[CH:35][CH:34]=[CH:33][CH:32]=2)[C:25]2[CH:30]=[CH:29][CH:28]=[CH:27][CH:26]=2)[N:4]=1.O=[C:38]1[CH2:43][CH2:42][N:41]([C:44]([O:46][C:47]([CH3:50])([CH3:49])[CH3:48])=[O:45])[CH2:40][CH2:39]1.C(O[BH-](OC(=O)C)OC(=O)C)(=O)C.[Na+].C(O)(=O)C>O1CCCC1>[OH:17][C@@H:16]1[C@H:15]([OH:18])[C@@H:14]([CH2:19][O:20][CH3:21])[O:13][C@H:12]1[N:9]1[CH:8]=[N:7][C:6]2[C:10]1=[N:11][C:3]([CH2:2][NH:1][CH:38]1[CH2:43][CH2:42][N:41]([C:44]([O:46][C:47]([CH3:50])([CH3:49])[CH3:48])=[O:45])[CH2:40][CH2:39]1)=[N:4][C:5]=2[NH:22][CH2:23][CH:24]([C:31]1[CH:36]=[CH:35][CH:34]=[CH:33][CH:32]=1)[C:25]1[CH:26]=[CH:27][CH:28]=[CH:29][CH:30]=1 |f:2.3|. Procedure: The title compound was prepared by a similar method to example 6 using (2R,3R,4S,5R)-2-{2-(aminomethyl)-6-[(2,2-diphenylethyl)amino]-9H-purin-9-yl}-5-(methoxymethyl)tetrahydro-3,4-furandiol (example 1) (250 mg, 0.51 mmol), tert-butyl 4-oxo-1-piperidinecarboxylate (100 mg, 0.51 mmol), sodium triacetoxyborohydnde (162 mg, 0.75 mmol) and acetic acid (30 mg, 0.5 mmol) in tetrahydrofuran (20 ml). The product was purified by column chromatography on silica gel eluting with a solvent system of dichloro...